Dataset: the Open Reaction Database (ORD), a public repository of structured organic reaction records. Task: describe an organic reaction: reactants, conditions, products, and yield Starting materials: NC=1NC(=NN1)C(=O)OC (methyl 5-amino-4H-s-triazole-3-carboxylate), C(C)(=O)OCC(CC(=O)OCC)=O (ethyl 4-acetoxy-3-oxo-butyrate). Run at time 40 minute. Yields the product C(C)(=O)OCC=1NC=2N(C(C1)=O)N=C(N2)C(=O)OC (methyl 5-(acetoxymethyl)-4,7-dihydro-7-oxo-s-triazolo[1,5-a]pyrimidine-2-carboxylate). Yield: 82.6%. RXN SMILES: [NH2:1][C:2]1[NH:3][C:4]([C:7]([O:9][CH3:10])=[O:8])=[N:5][N:6]=1.[C:11]([O:14][CH2:15][C:16](=O)[CH2:17][C:18](OCC)=[O:19])(=[O:13])[CH3:12]>>[C:11]([O:14][CH2:15][C:16]1[NH:1][C:2]2[N:6]([N:5]=[C:4]([C:7]([O:9][CH3:10])=[O:8])[N:3]=2)[C:18](=[O:19])[CH:17]=1)(=[O:13])[CH3:12]. Procedure details: A mixture of 71 mg (0.5 mmol) of methyl 5-amino-4H-s-triazole-3-carboxylate and 188 mg of ethyl 4-acetoxy-3-oxo-butyrate is held at about 160° C. for 40 minutes. After cooling the product is crystallized and recrystallized from methanol. There are obtained 110 mg of methyl 5-(acetoxymethyl)-4,7-dihydro-7-oxo-s-triazolo[1,5-a]pyrimidine-2-carboxylate as beige crystals of melting point 223° C. (dec.). The reactants are [Li]CCCC, CCCCCC, CC1(C)NC(=O)NC1(C)C, CI, [K+], C1CCOC1, O=P([O-])(O)O. Product: CN1C(=O)NC(C)(C)C1(C)C. RXN SMILES: [CH2:11]([Li:12])[CH2:13][CH2:14][CH3:15].[CH3:16][CH2:17][CH2:18][CH2:19][CH2:20][CH3:21].[CH3:1][C:2]1([CH3:10])[NH:3][C:4](=[O:9])[NH:5][C:6]1([CH3:7])[CH3:8].[CH3:22][I:23].[K+:24].[O:30]1[CH2:31][CH2:32][CH2:33][CH2:34]1.[OH:25][P:26](=[O:27])([O-:28])[OH:29]>>[CH3:1][C:2]1([CH3:10])[N:3]([CH3:11])[C:4](=[O:9])[NH:5][C:6]1([CH3:7])[CH3:8]. The reactants are C1N[C@H](CC=2C3=CC=CC=C3NC12)C(=O)O ((3R)-1,2,3,4-tetrahydro-β-carboline-3-carboxylic acid), ClC=1C=C(CCl)C=CC1Cl (3,4-dichlorobenzyl chloride), C(=S)=S (carbon disulfide), [OH-].[K+] (KOH), C(C)O (ethanol). Product: ClC=1C=C(CSC(=S)N2CC=3NC4=CC=CC=C4C3C[C@@H]2C(=O)O)C=CC1Cl ((3R)-2-[(3,4-Dichlorobenzylthio)thiocarbonyl]-1,2,3,4-tetrahydro-β-carboline-3-carboxylic acid). Yield: 51.0%. Reaction SMILES: [CH2:1]1[C:13]2[NH:12][C:11]3[C:6](=[CH:7][CH:8]=[CH:9][CH:10]=3)[C:5]=2[CH2:4][C@H:3]([C:14]([OH:16])=[O:15])[NH:2]1.[OH-].[K+].C(O)C.[Cl:22][C:23]1[CH:24]=[C:25]([CH:28]=[CH:29][C:30]=1[Cl:31])[CH2:26]Cl.[C:32](=[S:34])=[S:33]>>[Cl:22][C:23]1[CH:24]=[C:25]([CH:28]=[CH:29][C:30]=1[Cl:31])[CH2:26][S:34][C:32]([N:2]1[C@@H:3]([C:14]([OH:16])=[O:15])[CH2:4][C:5]2[C:6]3[C:11](=[CH:10][CH:9]=[CH:8][CH:7]=3)[NH:12][C:13]=2[CH2:1]1)=[S:33] |f:1.2|. Procedure: In the same manner as described in Example 16, (3R)-1,2,3,4-tetrahydro-β-carboline-3-carboxylic acid (3.24 g), KOH (1.75 g), 70% ethanol (45 ml), carbon disulfide (0.88 ml) and 3,4-dichlorobenzyl chloride (3.52 g) are reacted and treated. The product is purified by silica gel column chromatography (solvent, chloroform:methanol:acetic acid=97:2:1) to give the title compound (3.37 g, 51%), as pale yellow powder. Reactants: ClC1=CC=C(C=C1)C=1C=CC(=NC1)C#CC=1SC=C(C1)I (5-(4-chlorophenyl)-2-(4-iodothiophen-2-ylethynyl)pyridine), CC1CCN(CC1)CCN (2-(4-methylpiperidin-1-yl)ethylamine). The product is ClC1=CC=C(C=C1)C=1C=CC(=NC1)C#CC1=CC(=CS1)NCCN1CCC(CC1)C ({5-[5-(4-chlorophenyl)pyridin-2-ylethynyl]thiophen-3-yl}-[2-(4-methylpiperidin-1-yl)ethyl]amine). RXN SMILES: [Cl:1][C:2]1[CH:7]=[CH:6][C:5]([C:8]2[CH:9]=[CH:10][C:11]([C:14]#[C:15][C:16]3[S:17][CH:18]=[C:19](I)[CH:20]=3)=[N:12][CH:13]=2)=[CH:4][CH:3]=1.[CH3:22][CH:23]1[CH2:28][CH2:27][N:26]([CH2:29][CH2:30][NH2:31])[CH2:25][CH2:24]1>>[Cl:1][C:2]1[CH:7]=[CH:6][C:5]([C:8]2[CH:9]=[CH:10][C:11]([C:14]#[C:15][C:16]3[S:17][CH:18]=[C:19]([NH:31][CH2:30][CH2:29][N:26]4[CH2:27][CH2:28][CH:23]([CH3:22])[CH2:24][CH2:25]4)[CH:20]=3)=[N:12][CH:13]=2)=[CH:4][CH:3]=1. Procedure details: The product was obtained analogously to Example 20.1a starting from 5-(4-chlorophenyl)-2-(4-iodothiophen-2-ylethynyl)pyridine and 2-(4-methylpiperidin-1-yl)ethylamine. Yield: 3 mg (1% of theoretical); C25H26ClN3S (M=436.013); calc.: molpeak (M+H)+: 436/438 (Cl); found: molpeak (M+H)+: 436/438 (Cl); HPLC-MS: 5.10 minutes (method B). The reactants are C(=O)(O)C(C)OC1=NN(C=N1)C1=CC(=CC=C1)C(F)(F)F (3-(1-carboxyethoxy)-1-(3-trifluoromethylphenyl)-1,2,4-1H-triazole), C(=O)(N1C=NC=C1)N1C=NC=C1 (carbonyldiimidazole), C(C)N (ethylamine). The product is C(C)NC(=O)C(C)OC1=NN(C=N1)C1=CC(=CC=C1)C(F)(F)F (3-(1-ethylaminocarbonylethoxy)-1-(3-trifluoromethylphenyl)-1,2,4-1H-triazole). Yield: 39.8%. Reaction SMILES: [C:1]([CH:4]([O:6][C:7]1[N:11]=[CH:10][N:9]([C:12]2[CH:17]=[CH:16][CH:15]=[C:14]([C:18]([F:21])([F:20])[F:19])[CH:13]=2)[N:8]=1)[CH3:5])([OH:3])=O.C(N1C=CN=C1)([N:24]1[CH:28]=[CH:27]N=C1)=O.C(N)C>>[CH2:28]([NH:24][C:1]([CH:4]([O:6][C:7]1[N:11]=[CH:10][N:9]([C:12]2[CH:17]=[CH:16][CH:15]=[C:14]([C:18]([F:21])([F:20])[F:19])[CH:13]=2)[N:8]=1)[CH3:5])=[O:3])[CH3:27]. Procedure: The process was carried out as was Example 45, starting with 3 g of the compound of Example 24, 3.4 g of carbonyldiimidazole and 2 ml of 70% aqueous ethylamine. The product was recrystallized from ethanol to obtain 1.3 g of the desired product, m.p. 135°-137°. Starting materials: Oc1ccc(OCc2ccccc2)cc1, C1CCOC1, Cc1oc(-c2ccccc2)nc1CCO, N#N, CC(C)OC(=O)N=NC(=O)OC(C)C, c1ccc(P(c2ccccc2)c2ccccc2)cc1. The product is Cc1oc(-c2ccccc2)nc1CCOc1ccc(OCc2ccccc2)cc1. Reaction SMILES: [CH2:16]([c:17]1[cH:18][cH:19][cH:20][cH:21][cH:22]1)[O:23][c:24]1[cH:25][cH:26][c:27]([OH:30])[cH:28][cH:29]1.[CH2:66]1[O:67][CH2:68][CH2:69][CH2:70]1.[CH3:1][c:2]1[c:3]([CH2:13][CH2:14][OH:15])[n:4][c:5](-[c:7]2[cH:8][cH:9][cH:10][cH:11][cH:12]2)[o:6]1.[N:64]#[N:65].[O:50]=[C:51]([O:52][CH:53]([CH3:54])[CH3:55])[N:56]=[N:57][C:58]([O:59][CH:60]([CH3:61])[CH3:62])=[O:63].[c:31]1([P:32]([c:33]2[cH:34][cH:35][cH:36][cH:37][cH:38]2)[c:39]2[cH:40][cH:41][cH:42][cH:43][cH:44]2)[cH:45][cH:46][cH:47][cH:48][cH:49]1>>[CH3:1][c:2]1[c:3]([CH2:13][CH2:14][O:15][c:27]2[cH:26][cH:25][c:24]([O:23][CH2:16][c:17]3[cH:18][cH:19][cH:20][cH:21][cH:22]3)[cH:29][cH:28]2)[n:4][c:5](-[c:7]2[cH:8][cH:9][cH:10][cH:11][cH:12]2)[o:6]1. Reactants: CCc1cc(-c2ccc(C(F)(F)F)cc2)cc(-c2cccc(-c3cccc(S(=O)(=O)NC(C)(C)C)c3)c2)n1, ClCCl, O=C(O)C(F)(F)F. Product: CCc1cc(-c2ccc(C(F)(F)F)cc2)cc(-c2cccc(-c3cccc(S(N)(=O)=O)c3)c2)n1. Reaction SMILES: [C:1]([CH3:2])([CH3:3])([CH3:4])[NH:5][S:6](=[O:7])(=[O:8])[c:9]1[cH:10][c:11](-[c:15]2[cH:16][c:17](-[c:21]3[n:22][c:23]([CH2:37][CH3:38])[cH:24][c:25](-[c:27]4[cH:28][cH:29][c:30]([C:33]([F:34])([F:35])[F:36])[cH:31][cH:32]4)[cH:26]3)[cH:18][cH:19][cH:20]2)[cH:12][cH:13][cH:14]1.[Cl:46][CH2:47][Cl:48].[F:39][C:40]([F:41])([F:42])[C:43]([OH:44])=[O:45]>>[NH2:5][S:6](=[O:7])(=[O:8])[c:9]1[cH:10][c:11](-[c:15]2[cH:16][c:17](-[c:21]3[n:22][c:23]([CH2:37][CH3:38])[cH:24][c:25](-[c:27]4[cH:28][cH:29][c:30]([C:33]([F:34])([F:35])[F:36])[cH:31][cH:32]4)[cH:26]3)[cH:18][cH:19][cH:20]2)[cH:12][cH:13][cH:14]1. Starting materials: CC(C)(C)OC(=O)NCC(=O)N1CCCC2(S(=O)(=O)c3ccc(Cl)cc3)c3c(F)ccc(F)c3OCC12, ClCCl, O=C(O)C(F)(F)F. Yields the product NCC(=O)N1CCCC2(S(=O)(=O)c3ccc(Cl)cc3)c3c(F)ccc(F)c3OCC12. As a reaction SMILES: [C:8]([O:9][C:10](=[O:11])[NH:14][CH2:15][C:16](=[O:17])[N:18]1[CH2:19][CH2:20][CH2:21][C:22]2([S:34](=[O:35])(=[O:36])[c:37]3[cH:38][cH:39][c:40]([Cl:43])[cH:41][cH:42]3)[c:23]3[c:24]([F:33])[cH:25][cH:26][c:27]([F:32])[c:28]3[O:29][CH2:30][CH:31]12)([CH3:12])([CH3:13])[CH3:44].[Cl:45][CH2:46][Cl:47].[OH:1][C:2]([C:3]([F:4])([F:5])[F:6])=[O:7]>>[NH2:14][CH2:15][C:16](=[O:17])[N:18]1[CH2:19][CH2:20][CH2:21][C:22]2([S:34](=[O:35])(=[O:36])[c:37]3[cH:38][cH:39][c:40]([Cl:43])[cH:41][cH:42]3)[c:23]3[c:24]([F:33])[cH:25][cH:26][c:27]([F:32])[c:28]3[O:29][CH2:30][CH:31]12.